Dataset: the Open Reaction Database (ORD), a public repository of structured organic reaction records. Task: describe an organic reaction: reactants, conditions, products, and yield The reactants are C(C)(=O)O (acetic acid), COC(CC=1C(=NC(=NC1N(C)C)CC1=CC=C(C=C1)NC(C1=CC=C(C=C1)C(F)(F)F)=O)N(C)C)=O ([4,6-bis-dimethylamino-2-[4-(4-trifluoromethylbenzoylamino)benzyl]pyrimidin-5-yl]acetic acid methyl ester), O.[OH-].[Li+] (lithium hydroxide monohydrate), O (water). The solvent is O1CCCC1 (tetrahydrofurane), CO (methanol), CO (methanol). Conditions: temperature 60 celsius, time 2 hour. Yields the product CN(C1=NC(=NC(=C1CC(=O)O)N(C)C)CC1=CC=C(C=C1)NC(C1=CC=C(C=C1)C(F)(F)F)=O)C ([4,6-bis-dimethylamino-2-[4-(4-trifluoromethyl-benzoyl-amino)benzyl]pyrimidin-5-yl]acetic acid). Yield: 90.0%. RXN SMILES: C[O:2][C:3](=[O:37])[CH2:4][C:5]1[C:6]([N:34]([CH3:36])[CH3:35])=[N:7][C:8]([CH2:14][C:15]2[CH:20]=[CH:19][C:18]([NH:21][C:22](=[O:33])[C:23]3[CH:28]=[CH:27][C:26]([C:29]([F:32])([F:31])[F:30])=[CH:25][CH:24]=3)=[CH:17][CH:16]=2)=[N:9][C:10]=1[N:11]([CH3:13])[CH3:12].O.[OH-].[Li+].O.C(O)(=O)C>O1CCCC1.CO>[CH3:36][N:34]([CH3:35])[C:6]1[C:5]([CH2:4][C:3]([OH:37])=[O:2])=[C:10]([N:11]([CH3:12])[CH3:13])[N:9]=[C:8]([CH2:14][C:15]2[CH:16]=[CH:17][C:18]([NH:21][C:22](=[O:33])[C:23]3[CH:24]=[CH:25][C:26]([C:29]([F:31])([F:32])[F:30])=[CH:27][CH:28]=3)=[CH:19][CH:20]=2)[N:7]=1 |f:1.2.3|. Procedure details: A stirred suspension of [4,6-bis-dimethylamino-2-[4-(4-trifluoromethylbenzoylamino)-benzyl]pyrimidin-5-yl]acetic acid methyl ester (50 g, obtained according to step B) and lithium hydroxide monohydrate (6.3 g) in a mixture of 100 mL of tetrahydrofurane and 50 mL of methanol in a 1500 mL double jacketed vessel is heated to 60±5° C. over a period of 1 hour. Deionized water (75 mL) is slowly added. The obtained solution is stirred for 2 hours at 60±5° C. A solution of acetic acid (11.6 g) in 50 mL ... The reactants are ClC1=CC=C(C=C1)C(O)C1=CC=C(C=C1)Cl (bis(4-chlorophenyl)methanol), CN(C=O)C (N,N-dimethylformamide), S(=O)(Cl)Cl (thionyl chloride). Run in ClCCl (dichloromethane). Reaction conditions: temperature 40 celsius, time 8 hour. Product: ClC1=CC=C(C=C1)C(C1=CC=C(C=C1)Cl)Cl (1-chloro-4-[chloro(4-chlorophenyl)methyl]benzene). Yield: 89.8%. Reaction SMILES: [Cl:1][C:2]1[CH:7]=[CH:6][C:5]([CH:8]([C:10]2[CH:15]=[CH:14][C:13]([Cl:16])=[CH:12][CH:11]=2)O)=[CH:4][CH:3]=1.CN(C)C=O.S(Cl)([Cl:24])=O>ClCCl>[Cl:1][C:2]1[CH:7]=[CH:6][C:5]([CH:8]([Cl:24])[C:10]2[CH:15]=[CH:14][C:13]([Cl:16])=[CH:12][CH:11]=2)=[CH:4][CH:3]=1. Reported procedure: A 1000 mL 3-necked round-bottom flask was charged with bis(4-chlorophenyl)methanol (49.6 g, 196 mmol, 1.00 equiv), N,N-dimethylformamide (5 mL), dichloromethane (100 mL). Liquid thionyl chloride (93.3 g, 790 mmol, 4.00 equiv) was added dropwise. The resulting solution was stirred overnight at 40° C. in an oil bath. The resulting mixture was concentrated under reduced pressure. The residue was chromatographed on a silica gel column with ethyl acetate/petroleum ether (1/5) to provide 47.8 g (88% y... The reactants are NC=1C=CC(=C(C1)[C@]1(N=C(COCC1(F)F)N)C)F ((R)-5-(5-amino-2-fluorophenyl)-6,6-difluoro-5-methyl-2,5,6,7-tetrahydro-1,4-oxazepin-3-amine), C(N)(=O)C=1C=C(C(=NC1)C(=O)O)F (5-carbamoyl-3-fluoro-pyridine-2-carboxylic acid). Product: C(=O)O.NC=1COCC([C@@](N1)(C)C=1C=C(C=CC1F)NC(=O)C1=NC=C(C=C1F)C(=O)N)(F)F ((R)—N2-(3-(3-Amino-6,6-difluoro-5-methyl-2,5,6,7-tetrahydro-1,4-oxazepin-5-yl)-4-fluorophenyl)-3-fluoropyridine-2,5-dicarboxamide formate). As a reaction SMILES: [NH2:1][C:2]1[CH:3]=[CH:4][C:5]([F:19])=[C:6]([C@:8]2([CH3:18])[C:14]([F:16])([F:15])[CH2:13][O:12][CH2:11][C:10]([NH2:17])=[N:9]2)[CH:7]=1.[C:20]([C:23]1[CH:24]=[C:25]([F:32])[C:26]([C:29]([OH:31])=[O:30])=[N:27][CH:28]=1)(=[O:22])[NH2:21]>>[CH:29]([OH:31])=[O:30].[NH2:17][C:10]1[CH2:11][O:12][CH2:13][C:14]([F:15])([F:16])[C@:8]([C:6]2[CH:7]=[C:2]([NH:1][C:29]([C:26]3[C:25]([F:32])=[CH:24][C:23]([C:20]([NH2:21])=[O:22])=[CH:28][N:27]=3)=[O:30])[CH:3]=[CH:4][C:5]=2[F:19])([CH3:18])[N:9]=1 |f:2.3|. Procedure details: The coupling of (R)-5-(5-amino-2-fluorophenyl)-6,6-difluoro-5-methyl-2,5,6,7-tetrahydro-1,4-oxazepin-3-amine (intermediate A9B) and 5-carbamoyl-3-fluoro-pyridine-2-carboxylic acid (prepared according to Hori, A. et al., Int. Patent Application Publ. No. WO2009151098) yielded the title compound as an off-white amorphous material. MS (ISP): m/z=440.2 [M+H]+.